This data is from the Open Reaction Database (ORD), a public repository of structured organic reaction records. The task is: describe an organic reaction: reactants, conditions, products, and yield The reactants are CCOC(=O)CCCBr, [K+], [K+], COc1cccc(-c2cn(Cc3c(F)cccc3C(F)(F)F)c(=O)n(CC(N)CC(C)C)c2=O)c1Cl, O=C([O-])[O-], CN(C)C=O. Product: CCOC(=O)CCCNC(CC(C)C)Cn1c(=O)c(-c2cccc(OC)c2Cl)cn(Cc2c(F)cccc2C(F)(F)F)c1=O. RXN SMILES: [Br:43][CH2:44][CH2:45][CH2:46][C:47](=[O:48])[O:49][CH2:50][CH3:51].[K+:37].[K+:38].[NH2:1][CH:2]([CH2:3][n:4]1[c:5](=[O:32])[n:6]([CH2:20][c:21]2[c:22]([F:31])[cH:23][cH:24][cH:25][c:26]2[C:27]([F:28])([F:29])[F:30])[cH:7][c:8](-[c:11]2[c:12]([Cl:19])[c:13]([O:17][CH3:18])[cH:14][cH:15][cH:16]2)[c:9]1=[O:10])[CH2:33][CH:34]([CH3:35])[CH3:36].[O-:39][C:40]([O-:41])=[O:42].[O:52]=[CH:53][N:54]([CH3:55])[CH3:56]>>[NH:1]([CH:2]([CH2:3][n:4]1[c:5](=[O:32])[n:6]([CH2:20][c:21]2[c:22]([F:31])[cH:23][cH:24][cH:25][c:26]2[C:27]([F:28])([F:29])[F:30])[cH:7][c:8](-[c:11]2[c:12]([Cl:19])[c:13]([O:17][CH3:18])[cH:14][cH:15][cH:16]2)[c:9]1=[O:10])[CH2:33][CH:34]([CH3:35])[CH3:36])[CH2:44][CH2:45][CH2:46][C:47](=[O:48])[O:49][CH2:50][CH3:51]. Starting materials: B, C1CCOC1, O=C1Cc2ncc(C(F)(F)F)cc2CN1. Product: FC(F)(F)c1cnc2c(c1)CNCC2. Reaction SMILES: [BH3:16].[CH2:17]1[O:18][CH2:19][CH2:20][CH2:21]1.[F:1][C:2]([c:3]1[cH:4][n:5][c:6]2[c:11]([cH:12]1)[CH2:10][NH:9][C:8](=[O:13])[CH2:7]2)([F:14])[F:15]>>[F:1][C:2]([c:3]1[cH:4][n:5][c:6]2[c:11]([cH:12]1)[CH2:10][NH:9][CH2:8][CH2:7]2)([F:14])[F:15].